From a dataset of the Open Reaction Database (ORD), a public repository of structured organic reaction records. describe an organic reaction: reactants, conditions, products, and yield The reactants are O=C1CC(C(=O)OCc2ccccc2)C(=O)N1, CN(C)C=O, CCN(C(C)C)C(C)C, CC(C)(C)OC(=O)C1CN(C(=O)OC(C)(C)C)CC1N. Yields the product CC(C)(C)OC(=O)C1CN(C(=O)OC(C)(C)C)CC1NC(=O)OCc1ccccc1. RXN SMILES: [C:30](=[O:31])([O:32][CH2:33][c:34]1[cH:35][cH:36][cH:37][cH:38][cH:39]1)[CH:40]1[CH2:41][C:42](=[O:43])[NH:44][C:45]1=[O:46].[CH3:47][N:48]([CH3:49])[CH:50]=[O:51].[CH:21]([N:22]([CH2:23][CH3:24])[CH:25]([CH3:26])[CH3:27])([CH3:28])[CH3:29].[NH2:1][CH:2]1[CH:3]([C:14](=[O:15])[O:16][C:17]([CH3:18])([CH3:19])[CH3:20])[CH2:4][N:5]([C:7](=[O:8])[O:9][C:10]([CH3:11])([CH3:12])[CH3:13])[CH2:6]1>>[NH:1]([CH:2]1[CH:3]([C:14](=[O:15])[O:16][C:17]([CH3:18])([CH3:19])[CH3:20])[CH2:4][N:5]([C:7](=[O:8])[O:9][C:10]([CH3:11])([CH3:12])[CH3:13])[CH2:6]1)[C:30](=[O:31])[O:32][CH2:33][c:34]1[cH:35][cH:36][cH:37][cH:38][cH:39]1. Reactants: [N+](=O)([O-])C1=CC=C2C(=CNC2=C1)C=O (6-nitroindole-3-carboxaldehyde), C(C)(=O)OC(C)=O (acetic anhydride). The product is C(C)(=O)N1C=C(C2=CC=C(C=C12)[N+](=O)[O-])C=O (1-acetyl-6-nitroindole-3-carboxaldehyde). The yield is 93.3%. RXN SMILES: [N+:1]([C:4]1[CH:12]=[C:11]2[C:7]([C:8]([CH:13]=[O:14])=[CH:9][NH:10]2)=[CH:6][CH:5]=1)([O-:3])=[O:2].[C:15](OC(=O)C)(=[O:17])[CH3:16]>>[C:15]([N:10]1[C:11]2[C:7](=[CH:6][CH:5]=[C:4]([N+:1]([O-:3])=[O:2])[CH:12]=2)[C:8]([CH:13]=[O:14])=[CH:9]1)(=[O:17])[CH3:16]. Reported procedure: Substantially the same procedure as in Example 3 was repeated using 6-nitroindole-3-carboxaldehyde (2.3 g) and acetic anhydride (2.47 g) to give 1-acetyl-6-nitroindole-3-carboxaldehyde (2.62 g). Reactants: C1(=CC=CC=C1)CCC=1C(NC(NC1)=S)=O (5-(2-Phenylethyl)-2-thiouracil), Cl (hydrochloric acid), C1(=CC=CC=C1)CCC=1C(NC(=NC1)SC)=O (5-phenylethyl-2-methylthio-4-pyrimidone), N1C(N=CC=C1)=O (pyrimidone), CC1=C(N=CN1)CSCCN (2-(5-methyl-4-imidazolylmethylthio)-ethylamine). Yields the product Cl.Cl.CC1=C(N=CN1)CSCCNC1=NC=C(C(N1)=O)CCC1=CC=CC=C1 (2-[2-(5-methyl-4-imidazolylmethylthio)-ethylamino]-5-(2-phenylethyl)-4-pyrimidone dihydrochloride). As a reaction SMILES: [C:1]1([CH2:7][CH2:8][C:9]2[C:10](=[O:16])[NH:11][C:12](=S)[NH:13][CH:14]=2)[CH:6]=[CH:5][CH:4]=[CH:3][CH:2]=1.C1(CCC2C(=O)NC(SC)=NC=2)C=CC=CC=1.N1C=CC=NC1=O.[CH3:41][C:42]1[NH:46][CH:45]=[N:44][C:43]=1[CH2:47][S:48][CH2:49][CH2:50][NH2:51].[ClH:52]>>[ClH:52].[ClH:52].[CH3:41][C:42]1[NH:46][CH:45]=[N:44][C:43]=1[CH2:47][S:48][CH2:49][CH2:50][NH:51][C:12]1[NH:11][C:10](=[O:16])[C:9]([CH2:8][CH2:7][C:1]2[CH:6]=[CH:5][CH:4]=[CH:3][CH:2]=2)=[CH:14][N:13]=1 |f:5.6.7|. Procedure: 5-(2-Phenylethyl)-2-thiouracil (1.8 g) was converted into 5-phenylethyl-2-methylthio-4-pyrimidone (m.p. 160°-161° ex ethanol) by the method described in Example 1(i). Reaction of this pyrimidone (1.55g) with 2-(5-methyl-4-imidazolylmethylthio)-ethylamine (1.1 g) by the method described in Example 1(ii) gave an oil which was dissolved in 2N hydrochloric acid, the solution evaporated to dryness and the residue recrystallised from methanol to give 2-[2-(5-methyl-4-imidazolylmethylthio)-ethylamino]-... The reactants are ClC1=C(C=CC(=C1)Cl)C1=C(C=C(C(=N1)NCC(C)C)C#N)C1=CC=C(C=C1)Cl (6-(2,4-dichlorophenyl)-5-(4-chlorophenyl)-2-(isobutylamino)pyridine-3-carbonitrile), C[Mg+].[Br-] (MeMgBr), C(CC)(=O)Cl (propionyl chloride), ClC1=NC(=C(C=C1C#N)C1=CC=C(C=C1)Cl)C1=C(C=C(C=C1)Cl)Cl (2-chloro-6-(2,4-dichlorophenyl)-5-(4-chlorophenyl)pyridine-3-carbonitrile), C(C(C)C)N (isobutyl amine). The product is ClC1=C(C=CC(=C1)Cl)C1=C(C=C(C(=N1)N(C(CC)=O)CC(C)C)C#N)C1=CC=C(C=C1)Cl (N-(6-(2,4-dichlorophenyl)-5-(4-chlorophenyl)-3-cyanopyridin-2-yl)-N-isobutylpropionamide). Reaction SMILES: [Cl:1][C:2]1[CH:7]=[C:6]([Cl:8])[CH:5]=[CH:4][C:3]=1[C:9]1[N:14]=[C:13]([NH:15][CH2:16][CH:17]([CH3:19])[CH3:18])[C:12]([C:20]#[N:21])=[CH:11][C:10]=1[C:22]1[CH:27]=[CH:26][C:25]([Cl:28])=[CH:24][CH:23]=1.ClC1C(C#N)=CC(C2C=CC(Cl)=CC=2)=C(C2C=CC(Cl)=CC=2Cl)N=1.C(N)C(C)C.C[Mg+].[Br-].[C:61](Cl)(=[O:64])[CH2:62][CH3:63]>>[Cl:1][C:2]1[CH:7]=[C:6]([Cl:8])[CH:5]=[CH:4][C:3]=1[C:9]1[N:14]=[C:13]([N:15]([CH2:16][CH:17]([CH3:19])[CH3:18])[C:61](=[O:64])[CH2:62][CH3:63])[C:12]([C:20]#[N:21])=[CH:11][C:10]=1[C:22]1[CH:23]=[CH:24][C:25]([Cl:28])=[CH:26][CH:27]=1 |f:3.4|. Reported procedure: To 6-(2,4-dichlorophenyl)-5-(4-chlorophenyl)-2-(isobutylamino)pyridine-3-carbonitrile [prepared by reacting the product of Example 1 step C with isobutyl amine] (0.26 g) in TH (2.5 mL) was added MeMgBr (0.47 mL, 1.4 M solution in toluene THF 3:1) followed by propionyl chloride. After 1 hour 45 minutes the reaction was quenched with 2 M aqueous HCl, diluted with EtOAc and washed with saturated aqueous NaHCO3 solution. The dried solution (Na2SO4) was concentrated and purified via flash chromatogra... The reactants are C1CCC(C2OC3=C(OC21)C=CC=C3)O (1,2,3,4,4a,10a-hexahydrodibenzo[b,e][1,4]-dioxin-4-ol), Cl.ClCC(CN(C)C)(C)C (1-chloro-2,2-dimethyl-3-dimethylaminopropane hydrochloride). The product is CC(COC1CCCC2C1OC1=C(O2)C=CC=C1)(CN(C)C)C (4-(2,2-dimethyl-3-dimethylaminopropoxy)-1,2,3,4,4a,10a-hexahydrodibenzo[b,e][1,4]dioxin). Yield: 58.5%. Reaction SMILES: [CH2:1]1[CH:10]2[CH:5]([O:6][C:7]3[CH:14]=[CH:13][CH:12]=[CH:11][C:8]=3[O:9]2)[CH:4]([OH:15])[CH2:3][CH2:2]1.Cl.Cl[CH2:18][C:19]([CH3:25])([CH3:24])[CH2:20][N:21]([CH3:23])[CH3:22]>>[CH3:18][C:19]([CH3:25])([CH2:20][N:21]([CH3:23])[CH3:22])[CH2:24][O:15][CH:4]1[CH:5]2[O:6][C:7]3[CH:14]=[CH:13][CH:12]=[CH:11][C:8]=3[O:9][CH:10]2[CH2:1][CH2:2][CH2:3]1 |f:1.2|. Reported procedure: In an analogous manner as described in Example 5, but starting with 10 g (0.048 mole) of the alcohol of Example 1 and 8.6 g (0.046 mole) of 1-chloro-2,2-dimethyl-3-dimethylaminopropane hydrochloride, there were obtained 8.6 g of the title-compound of boiling point 135° C. at a pressure of 6.5 Pa, having the elementary analysis: Starting materials: CCOC(Cc1ccc(OCc2nc(-c3ccccc3F)oc2C)cc1F)C(=O)OC, [Li+], [OH-]. Product: CCOC(Cc1ccc(OCc2nc(-c3ccccc3F)oc2C)cc1F)C(=O)O. As a reaction SMILES: [CH3:1][O:2][C:3]([CH:4]([CH2:5][c:6]1[c:7]([F:27])[cH:8][c:9]([O:12][CH2:13][c:14]2[n:15][c:16](-[c:20]3[c:21]([F:26])[cH:22][cH:23][cH:24][cH:25]3)[o:17][c:18]2[CH3:19])[cH:10][cH:11]1)[O:28][CH2:29][CH3:30])=[O:31].[Li+:33].[OH-:32]>>[O:2]=[C:3]([CH:4]([CH2:5][c:6]1[c:7]([F:27])[cH:8][c:9]([O:12][CH2:13][c:14]2[n:15][c:16](-[c:20]3[c:21]([F:26])[cH:22][cH:23][cH:24][cH:25]3)[o:17][c:18]2[CH3:19])[cH:10][cH:11]1)[O:28][CH2:29][CH3:30])[OH:31].